From a dataset of the Open Reaction Database (ORD), a public repository of structured organic reaction records. describe an organic reaction: reactants, conditions, products, and yield The reactants are [O-][O-].[Na+].[Na+] (sodium peroxide), C(C)(C)(C)N=NC(C)(CC(C)C)Cl (2-t-butylazo-2-chloro-4-methylpentane), ice water. The solvent is CO (methanol). Run at time 45 minute. The product is C(C)(C)(C)N=NC(C)(CC(C)C)OO (2-t-butylazo-2-hydroperoxy-4-methylpentane). Reaction SMILES: [O-:1][O-:2].[Na+].[Na+].[C:5]([N:9]=[N:10][C:11](Cl)([CH2:13][CH:14]([CH3:16])[CH3:15])[CH3:12])([CH3:8])([CH3:7])[CH3:6]>CO>[C:5]([N:9]=[N:10][C:11]([O:1][OH:2])([CH2:13][CH:14]([CH3:16])[CH3:15])[CH3:12])([CH3:8])([CH3:7])[CH3:6] |f:0.1.2|. Procedure: To a stirred solution of 1.56g (.02 moles) of sodium peroxide in 30 ml. of 75% aqueous methanol in a 50 ml. erlenmeyer flask immersed in a cold water bath, was added 4.1g (.02 moles) of 2-t-butylazo-2-chloro-4-methylpentane dropwise. After the addition was complete, the reaction mixture was stirred for an additional 45 minutes and poured into ice water containing 0.02 moles of HaSO4. The product was extracted with pentane and washed with cold solutions of ammonium sulfate and sodium bicarbonate,... Procedure details: A stirred mixture of 2-(2-ethoxybenzamido)-3-methoxybenzamide (2.6 g, 0.0083 mol), anhydrous potassium carbonate (2.33 g, 0.017 mol), hydrogen peroxide (30%, 4 ml), ethanol (40 ml) and water (80 ml) was heated under reflux for 1 hour. The mixture was allowed to cool and poured into a mixture of water (200 ml) and dichloromethane (100 ml), then the aqueous phase separated, acidified to pH 4 by the addition of 2N hydrochloric acid and extracted with dichloromethane (2×100 ml). The organic solution... Yields the product C(C)OC1=C(C=CC=C1)C1=NC2=C(C=CC=C2C(N1)=O)C (2-(2-Ethoxyphenyl)-8-methylquinazolin-4(3H)-one). Solvent: ClCCl (dichloromethane), O (water), O (water). Reaction SMILES: [CH2:1]([O:3][C:4]1[CH:23]=[CH:22][CH:21]=[CH:20][C:5]=1[C:6]([NH:8][C:9]1[C:17](OC)=[CH:16][CH:15]=[CH:14][C:10]=1[C:11]([NH2:13])=[O:12])=O)[CH3:2].[C:24](=O)([O-])[O-].[K+].[K+].OO.C(O)C>ClCCl.O>[CH2:1]([O:3][C:4]1[CH:23]=[CH:22][CH:21]=[CH:20][C:5]=1[C:6]1[NH:13][C:11](=[O:12])[C:10]2[C:9](=[C:17]([CH3:24])[CH:16]=[CH:15][CH:14]=2)[N:8]=1)[CH3:2] |f:1.2.3|. Starting materials: C(C)OC1=C(C(=O)NC2=C(C(=O)N)C=CC=C2OC)C=CC=C1 (2-(2-ethoxybenzamido)-3-methoxybenzamide), C([O-])([O-])=O.[K+].[K+] (potassium carbonate), OO (hydrogen peroxide), C(C)O (ethanol).